From a dataset of the Open Reaction Database (ORD), a public repository of structured organic reaction records. describe an organic reaction: reactants, conditions, products, and yield Reactants: C(C)(=O)N[C@@H](CS)C(=O)O (N-acetyl-L-(+)-cysteine), C(#N)C1(COC1)NS(=O)C(C)(C)C (N-(3-cyanooxetan-3-yl)-2-methylpropane-2-sulfinamide), N (ammonia). Solvent: CO (methanol), CO (methanol). Product: CC(C)(S(=O)NC1(COC1)C(N)=N)C (3-(1,1-dimethylethylsulfinamido)oxetane-3-carboximidamide). RXN SMILES: [C:1]([C:3]1([NH:7][S:8]([C:10]([CH3:13])([CH3:12])[CH3:11])=[O:9])[CH2:6][O:5][CH2:4]1)#[N:2].C([NH:17][C@H](C(O)=O)CS)(=O)C.N>CO>[CH3:11][C:10]([CH3:13])([S:8]([NH:7][C:3]1([C:1](=[NH:17])[NH2:2])[CH2:4][O:5][CH2:6]1)=[O:9])[CH3:12]. Procedure details: To a mixture of N-(3-cyanooxetan-3-yl)-2-methylpropane-2-sulfinamide (0.1 g, 0.494 mmol) in methanol (2 ml) in a 50 ml sealed tube was added N-acetyl-L-(+)-cysteine (0.081 g, 0.494 mmol), and the reaction mixture stirred for few minutes. A solution of ammonia in methanol (0.5 ml, 3.50 mmol, 7 N) was added, and the reaction mixture stirred at 60° C. for overnight. The reaction mixture was then concentrated under vacuum, and the crude was used for the next step without further purification. Product: O=C1N=CN(c2ccccc2)C12CCNCC2. Reactants: NC=O, O, O=S(=O)(O)O, O=C1NCN(c2ccccc2)C12CCNCC2. Reaction SMILES: [CH:6]([NH2:7])=[O:8].[OH2:26].[S:1](=[O:2])(=[O:3])([OH:4])[OH:5].[c:9]1([N:15]2[CH2:16][NH:17][C:18](=[O:25])[C:19]23[CH2:20][CH2:21][NH:22][CH2:23][CH2:24]3)[cH:10][cH:11][cH:12][cH:13][cH:14]1>>[c:9]1([N:15]2[CH:16]=[N:17][C:18](=[O:25])[C:19]23[CH2:20][CH2:21][NH:22][CH2:23][CH2:24]3)[cH:10][cH:11][cH:12][cH:13][cH:14]1. The reactants are BrC1=NC2=C(C(=NC(=C2)C#N)C=2C=NC=C(C2)Cl)N1C[C@@H]1CC[C@H](CC1)C (2-bromo-4-(5-chloropyridin-3-yl)-3-[(trans-4-methylcyclohexyl)methyl]-3H-imidazo[4,5-c]pyridine-6-carbonitrile), O1[C@H]2[C@H](NCC1)CCC2 ((4aR,7aR)-octahydrocyclopenta[b][1,4]oxazine), [F-].[K+] (potassium fluoride), C(C)(C)N(C(C)C)CC (N,N-diisopropylethylamine). Run in C(C)(=O)OCC (ethyl acetate), CS(=O)C (DMSO). Run at temperature 100 celsius. The product is ClC=1C=C(C=NC1)C1=NC(=CC2=C1N(C(=N2)N2[C@H]1[C@H](OCC2)CCC1)C[C@@H]1CC[C@H](CC1)C)C#N (4-(5-chloropyridin-3-yl)-2-((4aR,7aR)-hexahydrocyclopenta[b][1,4]oxazin-4(4aH)-yl)-3-[(trans-4-methylcyclohexyl)methyl]-3H-imidazo[4,5-c]pyridine-6-carbonitrile). Reaction SMILES: Br[C:2]1[N:19]([CH2:20][C@H:21]2[CH2:26][CH2:25][C@H:24]([CH3:27])[CH2:23][CH2:22]2)[C:5]2[C:6]([C:12]3[CH:13]=[N:14][CH:15]=[C:16]([Cl:18])[CH:17]=3)=[N:7][C:8]([C:10]#[N:11])=[CH:9][C:4]=2[N:3]=1.[O:28]1[CH2:33][CH2:32][NH:31][C@@H:30]2[CH2:34][CH2:35][CH2:36][C@@H:29]12.[F-].[K+].C(N(CC)C(C)C)(C)C>C(OCC)(=O)C.CS(C)=O>[Cl:18][C:16]1[CH:17]=[C:12]([C:6]2[C:5]3[N:19]([CH2:20][C@H:21]4[CH2:26][CH2:25][C@H:24]([CH3:27])[CH2:23][CH2:22]4)[C:2]([N:31]4[CH2:32][CH2:33][O:28][C@@H:29]5[CH2:36][CH2:35][CH2:34][C@@H:30]45)=[N:3][C:4]=3[CH:9]=[C:8]([C:10]#[N:11])[N:7]=2)[CH:13]=[N:14][CH:15]=1 |f:2.3|. Reported procedure: To a vial was added 2-bromo-4-(5-chloropyridin-3-yl)-3-[(trans-4-methylcyclohexyl)methyl]-3H-imidazo[4,5-c]pyridine-6-carbonitrile (Preparative Example 3.1, 90 mg, 0.202 mmol), (4aR,7aR)-octahydrocyclopenta[b][1,4]oxazine (51.5 mg, 0.405 mmol), potassium fluoride (58.8 mg, 1.01 mmol), DMSO (0.62 mL), and N,N-diisopropylethylamine (0.18 mL, 1.01 mmol). The vial was sealed and heated to 100° C. for 16 hours. The reaction mixture was cooled to room temperature, diluted with ethyl acetate, and washe... The reactants are [BH4-].[Na+] (sodium borohydride), O (water), ClC1=CC=C(C(C=N[C@@H](CCC(=O)O)CF)=C1)O ((S)-4-(5-Chlorosalicylideneamino)-5-fluoropentanoic acid). Solvent: C(C)O (ethyl alcohol), C(C)O (ethyl alcohol). Yields the product ClC=1C=CC(=C(CN[C@@H](CCC(=O)O)CF)C1)O ((S)-4-((5-Chloro-2-hydroxybenzyl)amino)-5-fluoropentanoic acid). Reaction SMILES: [Cl:1][C:2]1[CH:17]=[C:6]([CH:7]=[N:8][C@H:9]([CH2:15][F:16])[CH2:10][CH2:11][C:12]([OH:14])=[O:13])[C:5]([OH:18])=[CH:4][CH:3]=1.[BH4-].[Na+].O>C(O)C>[Cl:1][C:2]1[CH:3]=[CH:4][C:5]([OH:18])=[C:6]([CH:17]=1)[CH2:7][NH:8][C@H:9]([CH2:15][F:16])[CH2:10][CH2:11][C:12]([OH:14])=[O:13] |f:1.2|. Procedure: 0.42 g of 18 dissolved in a small amount of ethyl alcohol was added drop-by-drop to a mixture of 0.06 g of sodium borohydride, 3.6 ml of ethyl alcohol and 0.9 ml of water, at 10° C. The resulting solution was stirred and allowed to warm to room temperature overnight. The resulting mixture was quenched with water, and the resulting mixture was extracted with ethyl acetate. The extract was dried (Na2SO4), filtered and the solvent was evaporated to give 19, as an oily solid. Reactants: CC(=O)O, CC(C)=O, ClCCCl, CCC1CC(N)CCC1N1CCC(NC(=O)OCc2ccccc2)C1=O. Product: CCC1CC(N(C)C(C)C)CCC1N1CCC(NC(=O)OCc2ccccc2)C1=O. RXN SMILES: [CH3:27][C:28](=[O:29])[OH:30].[CH3:31][C:32]([CH3:33])=[O:34].[Cl:35][CH2:36][CH2:37][Cl:38].[NH2:1][CH:2]1[CH2:3][CH:4]([CH2:25][CH3:26])[CH:5]([N:8]2[C:9](=[O:24])[CH:10]([NH:13][C:14]([O:15][CH2:16][c:17]3[cH:18][cH:19][cH:20][cH:21][cH:22]3)=[O:23])[CH2:11][CH2:12]2)[CH2:6][CH2:7]1>>[N:1]([CH:2]1[CH2:3][CH:4]([CH2:25][CH3:26])[CH:5]([N:8]2[C:9](=[O:24])[CH:10]([NH:13][C:14]([O:15][CH2:16][c:17]3[cH:18][cH:19][cH:20][cH:21][cH:22]3)=[O:23])[CH2:11][CH2:12]2)[CH2:6][CH2:7]1)([CH3:27])[CH:32]([CH3:31])[CH3:33].